Dataset: the Open Reaction Database (ORD), a public repository of structured organic reaction records. Task: describe an organic reaction: reactants, conditions, products, and yield Reactants: O=C1Cc2cc(Br)ccc2N1, CCN(CC)CCN1CCCCc2[nH]c(C=O)c(C)c2C1=O. The product is CCN(CC)CCN1CCCCc2[nH]c(C=C3C(=O)Nc4ccc(Br)cc43)c(C)c2C1=O. Reaction SMILES: [Br:23][c:24]1[cH:25][c:26]2[c:30]([cH:31][cH:32]1)[NH:29][C:28](=[O:33])[CH2:27]2.[CH2:1]([CH3:2])[N:3]([CH2:4][CH2:5][N:6]1[C:7](=[O:20])[c:8]2[c:9]([nH:14][c:15]([CH:18]=[O:19])[c:16]2[CH3:17])[CH2:10][CH2:11][CH2:12][CH2:13]1)[CH2:21][CH3:22]>>[CH2:1]([CH3:2])[N:3]([CH2:4][CH2:5][N:6]1[C:7](=[O:20])[c:8]2[c:9]([nH:14][c:15]([CH:18]=[C:27]3[c:26]4[cH:25][c:24]([Br:23])[cH:32][cH:31][c:30]4[NH:29][C:28]3=[O:33])[c:16]2[CH3:17])[CH2:10][CH2:11][CH2:12][CH2:13]1)[CH2:21][CH3:22]. Reactants: CC1(CC(CC(C1)=O)=O)C (5,5-Dimethyl-1,3-cyclohexanedione), C(C)(C)N(C(C)C)CC (N,N-diisopropylethylamine), (tetrakistriphenylphoshine)palladium, [Cl-].[NH4+] (ammonium chloride), COC1=CC=C(C(=O)N2C(=C(C3=CC(=CC=C23)OC(F)(F)F)CC=2C=C(O[C@H](C(=O)OCC=C)C)C=CC2)C)C=C1 (Allyl (2S)-2-(3-{[1-(4-Methoxybenzoyl)-2-methyl-5-(trifluoromethoxy)-1H-indol-3-yl]methyl}phenoxy)propanoate). Run in CN(C)C=O (DMF). Conditions: time 2 hour. Yields the product COC1=CC=C(C(=O)N2C(=C(C3=CC(=CC=C23)OC(F)(F)F)CC=2C=C(O[C@H](C(=O)O)C)C=CC2)C)C=C1 ((2S)-2-(3-{[1-(4-Methoxybenzoyl)-2-methyl-5-(trifluoromethoxy)-1H-indol-3-yl]methyl}phenoxy)propanoic acid). The yield is 87.1%. Reaction SMILES: [CH3:1][O:2][C:3]1[CH:41]=[CH:40][C:6]([C:7]([N:9]2[C:17]3[C:12](=[CH:13][C:14]([O:18][C:19]([F:22])([F:21])[F:20])=[CH:15][CH:16]=3)[C:11]([CH2:23][C:24]3[CH:25]=[C:26]([CH:36]=[CH:37][CH:38]=3)[O:27][C@@H:28]([CH3:35])[C:29]([O:31]CC=C)=[O:30])=[C:10]2[CH3:39])=[O:8])=[CH:5][CH:4]=1.CC1(C)CC(=O)CC(=O)C1.C(N(CC)C(C)C)(C)C.[Cl-].[NH4+]>CN(C=O)C>[CH3:1][O:2][C:3]1[CH:4]=[CH:5][C:6]([C:7]([N:9]2[C:17]3[C:12](=[CH:13][C:14]([O:18][C:19]([F:20])([F:21])[F:22])=[CH:15][CH:16]=3)[C:11]([CH2:23][C:24]3[CH:25]=[C:26]([CH:36]=[CH:37][CH:38]=3)[O:27][C@@H:28]([CH3:35])[C:29]([OH:31])=[O:30])=[C:10]2[CH3:39])=[O:8])=[CH:40][CH:41]=1 |f:3.4|. Reported procedure: Compound 6 (490 mg, 0.86 mmole) was dissolved in DMF (9 mL). 5,5-Dimethyl-1,3-cyclohexanedione (181 mg, 1.29 mmole), N,N-diisopropylethylamine (0.225 mL, 1.29 mmole) and (tetrakistriphenylphoshine)palladium (50 mg, 0.043 mmole) were then added and the solution stirred for 2 hours. Then aqueous ammonium chloride was added and the solution was extracted repeatedly with dichloromethane. The combined organics were dried over sodium sulfate, filtered and the filtrate was evaporated . The crude isolat... Reactants: OC=1C(N(C2=CC=CC=C2C1C(=O)OCC)C)=O (ethyl 3-hydroxy-1-methyl-2-oxo-1,2-dihydroquinoline-4-carboxylate), CC=1C=C2C(C(NC2=CC1)=O)=O (5-methylindoline-2,3-dione). Product: OC=1C(NC2=CC=C(C=C2C1C(=O)OCC)C)=O (ethyl 3-hydroxy-6-methyl-2-oxo-1,2-dihydroquinoline-4-carboxylate). RXN SMILES: [OH:1][C:2]1[C:3](=[O:18])[N:4](C)[C:5]2[C:10]([C:11]=1[C:12]([O:14][CH2:15][CH3:16])=[O:13])=[CH:9][CH:8]=[CH:7][CH:6]=2.[CH3:19]C1C=C2C(=CC=1)NC(=O)C2=O>>[OH:1][C:2]1[C:3](=[O:18])[NH:4][C:5]2[C:10]([C:11]=1[C:12]([O:14][CH2:15][CH3:16])=[O:13])=[CH:9][C:8]([CH3:19])=[CH:7][CH:6]=2. Procedure details: Intermediate 17 was prepared as a white powder following the procedure described for Intermediate 16 by replacing indoline-2,3-dione with 5-methylindoline-2,3-dione. 1H NMR (400 MHz, chloroform-d) δ ppm 11.23 (1 H, br. s.), 9.64 (1 H, br. s.), 7.83 (1 H, s), 7.01-7.56 (2 H, m), 4.58 (2 H, q, J=7.1 Hz), 2.43 (4 H, s), 1.51 (3 H, t, J=7.1 Hz). LC-MS (ESI) m/z 247.9 (M+H), RT=1.76 min (Method B) Product: CNC(C1=C(C=CC=C1)NC1=NC(=NC=C1C(F)(F)F)NC=1C=CC2=C(CCC(CC2)N2CCOCC2)C1)=O (N-Methyl-2-[2-(7-morpholin-4-yl-6,7,8,9-tetrahydro-5H-benzocyclohepten-2-ylamino)-5-trifluoromethyl-pyrimidin-4-ylamino]-benzamide), solid. Reaction SMILES: Cl[C:2]1[N:7]=[C:6]([NH:8][C:9]2[CH:18]=[CH:17][CH:16]=[CH:15][C:10]=2[C:11]([NH:13][CH3:14])=[O:12])[C:5]([C:19]([F:22])([F:21])[F:20])=[CH:4][N:3]=1.[N:23]1([CH:29]2[CH2:35][CH2:34][C:33]3[CH:36]=[C:37]([NH2:40])[CH:38]=[CH:39][C:32]=3[CH2:31][CH2:30]2)[CH2:28][CH2:27][O:26][CH2:25][CH2:24]1>>[CH3:14][NH:13][C:11](=[O:12])[C:10]1[CH:15]=[CH:16][CH:17]=[CH:18][C:9]=1[NH:8][C:6]1[C:5]([C:19]([F:22])([F:21])[F:20])=[CH:4][N:3]=[C:2]([NH:40][C:37]2[CH:38]=[CH:39][C:32]3[CH2:31][CH2:30][CH:29]([N:23]4[CH2:28][CH2:27][O:26][CH2:25][CH2:24]4)[CH2:35][CH2:34][C:33]=3[CH:36]=2)[N:7]=1. Yield: 86.0%. Procedure: The title compound was prepared from 2-(2-chloro-5-trifluoromethyl-pyrimidin-4-ylamino)-N-methyl-benzamide and 7-morpholin-4-yl-6,7,8,9-tetrahydro-5H-benzocyclohepten-2-ylamine in an analogous manner to Example 195 (microwave: 120° C., 60 minutes) to afford an off-white solid (35 mg, 86%). Mp: 158-62° C. LCMS (m/e) 541 (M+1); 1H-NMR (CDCl3, 400 MHz) δ 10.85 (s, 1H), 8.45 (d, J=9 Hz, 1H), 8.36 (s, 1H), 7.50 (d, J=7 Hz, 1H), 7.47-7.37 (m, 2H), 7.30 (m, 1H), 7.25 (m, 2H), 7.10 (m, 1H), 6.27 (br s, ... Reactants: ClC1=NC=C(C(=N1)NC1=C(C(=O)NC)C=CC=C1)C(F)(F)F (2-(2-chloro-5-trifluoromethyl-pyrimidin-4-ylamino)-N-methyl-benzamide), N1(CCOCC1)C1CCC2=C(CC1)C=C(C=C2)N (7-morpholin-4-yl-6,7,8,9-tetrahydro-5H-benzocyclohepten-2-ylamine). Starting materials: BrC(C(=O)OC)(C)C (methyl 2-bromo-2-methylpropionate), ClC=1C=CC2=C(C(=NCC(N2)=O)C2=CC=CC=C2)C1 (7-chloro-1,3-dihydro-5-phenyl-2H-1,4-benzodiazepin-2-one), C[O-].[Na+] (sodium methoxide), CN(C=O)C (dimethylformamide). The solvent is O (water), C1(=CC=CC=C1)C (toluene). Conditions: time 6 hour. The product is COC(C(N1C(CN=C(C2=C1C=CC(=C2)Cl)C2=CC=CC=C2)=O)(C)C)=O (7-chloro-2,3-dihydro-α,α-dimethyl-2-oxo-5-phenyl-1H-1,4-benzodiazepin-1-acetic acid methyl ester). Reaction SMILES: [Cl:1][C:2]1[CH:3]=[CH:4][C:5]2[NH:11][C:10](=[O:12])[CH2:9][N:8]=[C:7]([C:13]3[CH:18]=[CH:17][CH:16]=[CH:15][CH:14]=3)[C:6]=2[CH:19]=1.C[O-].[Na+].CN(C)C=O.Br[C:29]([CH3:35])([CH3:34])[C:30]([O:32][CH3:33])=[O:31]>O.C1(C)C=CC=CC=1>[CH3:33][O:32][C:30](=[O:31])[C:29]([CH3:35])([CH3:34])[N:11]1[C:5]2[CH:4]=[CH:3][C:2]([Cl:1])=[CH:19][C:6]=2[C:7]([C:13]2[CH:18]=[CH:17][CH:16]=[CH:15][CH:14]=2)=[N:8][CH2:9][C:10]1=[O:12] |f:1.2|. Procedure: A mixture of 0.1 mole of 7-chloro-1,3-dihydro-5-phenyl-2H-1,4-benzodiazepin-2-one and 0.11 mole of sodium methoxide in about 200 ml. of dimethylformamide is heated at about 95° C. for about 20 minutes. To the mixture is added a solution of 0.11 mole of methyl 2-bromo-2-methylpropionate in about 200 ml. of toluene over a period of about 1 hour at about 95° C., and heating is continued for an additional period of about 6 hours. The reaction mixture is then evaporated in vacuo and the residue thus ... The reactants are O[C@@H]1C(C2CCC=3C4=CC[C@H]([C@@H](C=O)C)[C@]4(CCC3[C@]2(CC1)C)C)(C)C ((20S)-3β-hydroxy-4,4,20-trimethyl-pregna-8,14-dien-21-al), N1CCOCC1 (morpholine), C(C)(=O)O[BH-](OC(C)=O)OC(C)=O.[Na+] (sodium tris(acetoxy)borohydride). Product: N1(CCOCC1)C[C@@H](C)[C@H]1CC=C2C=3CC[C@H]4C([C@H](CC[C@]4(C)C3CC[C@]12C)O)(C)C ((20S)-20-[(morpholin-4-yl)methyl]-4,4-dimethyl-5α-pregna-8,14-dien-3β-ol). Reaction SMILES: [OH:1][C@H:2]1[CH2:22][CH2:21][C@@:20]2([CH3:23])[CH:4]([CH2:5][CH2:6][C:7]3[C:8]4[C@:16]([CH3:24])([CH2:17][CH2:18][C:19]=32)[C@@H:11]([C@H:12]([CH3:15])[CH:13]=O)[CH2:10][CH:9]=4)[C:3]1([CH3:26])[CH3:25].[NH:27]1[CH2:32][CH2:31][O:30][CH2:29][CH2:28]1.C(O[BH-](OC(=O)C)OC(=O)C)(=O)C.[Na+]>>[N:27]1([CH2:15][C@H:12]([C@@H:11]2[C@:16]3([CH3:24])[C:8]([C:7]4[CH2:6][CH2:5][C@@H:4]5[C@:20]([C:19]=4[CH2:18][CH2:17]3)([CH3:23])[CH2:21][CH2:22][C@H:2]([OH:1])[C:3]5([CH3:26])[CH3:25])=[CH:9][CH2:10]2)[CH3:13])[CH2:32][CH2:31][O:30][CH2:29][CH2:28]1 |f:2.3|. Procedure details: (20S)-3β-hydroxy-4,4,20-trimethyl-pregna-8,14-dien-21-al was treated with morpholine and sodium tris(acetoxy)borohydride as described in Example 1h). (20S)-20-[(morpholin-4-yl)methyl]-4,4-dimethyl-5α-pregna-8,14-dien-3β-ol was isolated as a white solid. Reactants: CN1C(C=CC2=CC=CC=C12)=O (1-methyl-quinolin-2-one), COC1=CC=C(C=C1)P1(SP(S1)(=S)C1=CC=C(C=C1)OC)=S (2,4-bis-(4-methoxyphenyl)-2,4-dithioxo-1,3,2,4-dithiadiphos phetane). Solvent: C1=CC=CC=C1 (benzene). Yields the product CN1C(C=CC2=CC=CC=C12)=S (1-methyl-quinoline-2-thione). The yield is 181.7%. RXN SMILES: [CH3:1][N:2]1[C:11]2[C:6](=[CH:7][CH:8]=[CH:9][CH:10]=2)[CH:5]=[CH:4][C:3]1=O.COC1C=CC(P2(=S)SP(C3C=CC(OC)=CC=3)(=S)[S:22]2)=CC=1>C1C=CC=CC=1>[CH3:1][N:2]1[C:11]2[C:6](=[CH:7][CH:8]=[CH:9][CH:10]=2)[CH:5]=[CH:4][C:3]1=[S:22]. Procedure: Under inert atmosphere, 1 g of 1-methyl-quinolin-2-one and 25 ml of benzene were mixed together and then 1.27 g of 2,4-bis-(4-methoxyphenyl)-2,4-dithioxo-1,3,2,4-dithiadiphos phetane (Laweseeon's reagent) were added all at once. After stirring at reflux for 1 hour, cooling, eliminating the solvent by distilling under reduced pressure and drying under a good vacuum and chromatographing, the residue was chromatographed on silica and eluted with a mixture of methylene chloride and ethyl acetate (1/... The reactants are C1(=CC=CC=C1)N1N=C(C=C1)NC1=CC=C(C(=O)O)C=C1 (4-(1-Phenyl-1H-pyrazol-3-yl)aminobenzoic acid), [N+](=[N-])=C (diazomethane). The solvent is ClCCl (dichloromethane). The product is C1(=CC=CC=C1)N1N=C(C=C1)NC1=CC=C(C(=O)OC)C=C1 (Methyl 4-(1-phenyl-1H-pyrazol-3-yl)aminobenzoate). Reaction SMILES: [C:1]1([N:7]2[CH:11]=[CH:10][C:9]([NH:12][C:13]3[CH:21]=[CH:20][C:16]([C:17]([OH:19])=[O:18])=[CH:15][CH:14]=3)=[N:8]2)[CH:6]=[CH:5][CH:4]=[CH:3][CH:2]=1.[N+](=[CH2:24])=[N-]>ClCCl>[C:1]1([N:7]2[CH:11]=[CH:10][C:9]([NH:12][C:13]3[CH:14]=[CH:15][C:16]([C:17]([O:19][CH3:24])=[O:18])=[CH:20][CH:21]=3)=[N:8]2)[CH:2]=[CH:3][CH:4]=[CH:5][CH:6]=1. Reported procedure: 4-(1-Phenyl-1H-pyrazol-3-yl)aminobenzoic acid (0.110 g) in dry dichloromethane was treated with an excess of ethereal diazomethane. After 5 minutes the solvents were evaporated to yield the title compound, mp 160°-161°. Starting materials: FC=1C=CC(=C2NC(OC21)=S)C(=O)OC (methyl 7-fluoro-2-thioxo-2,3-dihydrobenzoxazole-4-carboxylate), P(Cl)(Cl)(Cl)(Cl)Cl (phosphorus pentachloride), P(=O)(Cl)(Cl)Cl (phosphorus oxychloride). Reaction conditions: temperature 95 celsius. Yields the product ClC=1OC=2C(N1)=C(C=CC2F)C(=O)OC (methyl 2-chloro-7-fluorobenzoxazole-4-carboxylate). Isolated yield 99.0%. Reaction SMILES: [F:1][C:2]1[CH:3]=[CH:4][C:5]([C:12]([O:14][CH3:15])=[O:13])=[C:6]2[C:10]=1[O:9][C:8](=S)[NH:7]2.P(Cl)(Cl)(Cl)(Cl)[Cl:17].P(Cl)(Cl)(Cl)=O>>[Cl:17][C:8]1[O:9][C:10]2[C:6](=[C:5]([C:12]([O:14][CH3:15])=[O:13])[CH:4]=[CH:3][C:2]=2[F:1])[N:7]=1. Reported procedure: A mixture of methyl 7-fluoro-2-thioxo-2,3-dihydrobenzoxazole-4-carboxylate (1.3 g, 5.72 mmol) and phosphorus pentachloride (1.2 g, 5.72 mmol) in phosphorus oxychloride (2.6 mL, 10.25 mmol) was heated to 95° C. for 3.5 h. After cooling to room temperature, the reaction mixture was concentrated and dried under vacuum to afford methyl 2-chloro-7-fluorobenzoxazole-4-carboxylate (1.3 g, quantitative) as a brown solid. 1H NMR (300 MHz, CDCl3) δ 8.08-8.04 (m, 1H), 7.21 (t, J=9.3 Hz, 1H), 4.02 (s, 3H); ... The reactants are solution, C(C)C1=NN(C(=C1)CC)C1[C@H](OCC2=CC=CC=C2)[C@H](OCC2=CC=CC=C2)[C@H](O1)COCC1=CC=CC=C1 (3,5-diethyl-1-(2,3,5-tri-O-benzyl-D-ribofuranosyl)pyrazole), N(N)C(=O)[C@H](OCC1=CC=CC=C1)[C@H](OCC1=CC=CC=C1)[C@H](O)COCC1=CC=CC=C1 (1-hydrazino-2,3,5-tri-O-benzyl-D-ribose), N (NH3), C(C)OC(OCC)OCC (orthoformic acid triethylester). The solvent is C(C)O (ethanol), CO (methanol), CO (methanol). Conditions: time 24 hour. The product is NC1=C2C(=NC=N1)N(N=C2)[C@H]2[C@H](OCC1=CC=CC=C1)[C@H](OCC1=CC=CC=C1)[C@H](O2)COCC2=CC=CC=C2 (4-amino-1-(2,3,5-tri-O-benzyl-β-D-ribofuranosyl)pyrazolo[3,4-d]pyrimidine). As a reaction SMILES: [NH:1]([C:3]([C@@H:5]([C@@H:14]([C@@H:23]([CH2:25][O:26][CH2:27][C:28]1[CH:33]=[CH:32][CH:31]=[CH:30][CH:29]=1)O)[O:15][CH2:16][C:17]1[CH:22]=[CH:21][CH:20]=[CH:19][CH:18]=1)[O:6][CH2:7][C:8]1[CH:13]=[CH:12][CH:11]=[CH:10][CH:9]=1)=[O:4])[NH2:2].[CH2:34](OC(OCC)OCC)C.C([C:46]1[CH:50]=[C:49](CC)[N:48]([CH:53]2O[C@H](COCC3C=CC=CC=3)[C@@H](OCC3C=CC=CC=3)[C@H]2OCC2C=CC=CC=2)[N:47]=1)C.[NH3:83]>CO.C(O)C>[NH2:83][C:49]1[N:48]=[CH:53][N:47]=[C:46]2[N:1]([C@@H:3]3[O:4][C@H:23]([CH2:25][O:26][CH2:27][C:28]4[CH:33]=[CH:32][CH:31]=[CH:30][CH:29]=4)[C@@H:14]([O:15][CH2:16][C:17]4[CH:22]=[CH:21][CH:20]=[CH:19][CH:18]=4)[C@H:5]3[O:6][CH2:7][C:8]3[CH:9]=[CH:10][CH:11]=[CH:12][CH:13]=3)[N:2]=[CH:34][C:50]=12. Procedure details: 1.9 g (4.4 mmoles) of 1-hydrazino-2,3,5-tri-O-benzyl-D-ribose are dissolved in 10 ml of absolute methanol. To the solution 0.54 g (4.4 mmoles) of ethoxymethylenemalonodinitrile, dissolved in 10 ml of absolute methanol, are added dropwise. Slight heating occurs. Stirring is carried out at room temperature for 24 hours and following this for completion of the reaction refluxing is carried out for 30 minutes. Following this the product is separated by column chromatography. As an eluting agent use ...